From a dataset of the Open Reaction Database (ORD), a public repository of structured organic reaction records. describe an organic reaction: reactants, conditions, products, and yield Starting materials: FC1=CC=C(CS(=O)CC(=O)OCC)C=C1 (ethyl 2-(4-fluorobenzylsulfinyl)acetate), C1=CC(=CC(=C1)Cl)C(=O)OO (m-CPBA). The solvent is C(Cl)Cl (DCM). Conditions: time 2 hour. Yields the product FC1=CC=C(CS(=O)(=O)CC(=O)OCC)C=C1 (ethyl 2-(4-fluorobenzylsulfonyl)acetate). Yield: 91.0%. Reaction SMILES: [F:1][C:2]1[CH:16]=[CH:15][C:5]([CH2:6][S:7]([CH2:9][C:10]([O:12][CH2:13][CH3:14])=[O:11])=[O:8])=[CH:4][CH:3]=1.C1C=C(Cl)C=C(C(OO)=[O:25])C=1>C(Cl)Cl>[F:1][C:2]1[CH:16]=[CH:15][C:5]([CH2:6][S:7]([CH2:9][C:10]([O:12][CH2:13][CH3:14])=[O:11])(=[O:25])=[O:8])=[CH:4][CH:3]=1. Reported procedure: To a solution of ethyl 2-(4-fluorobenzylsulfinyl)acetate (370 mg, 1.52 mmol) in DCM (5.0 mL) was added m-CPBA (77%, 450 mg, 2.0 mmol). The mixture was stirred at room temperature for 2 h and was then quenched with polymer bound diethylene triamine (1.5 g). The reaction mixture was filtered and concentrated in vacuo to give ethyl 2-(4-fluorobenzylsulfonyl)acetate (360 mg, 91% yield). MS (ESI+): m/z 283.10 (M+H)+. Starting materials: CCOC(=O)C1C2CCC(C2)N1S(=O)(=O)NC(=O)OCc1ccccc1, CO. Product: CCOC(=O)C1C2CCC(C2)N1S(N)(=O)=O. As a reaction SMILES: [C:1]([O:2][CH2:3][c:4]1[cH:5][cH:6][cH:7][cH:8][cH:9]1)(=[O:10])[NH:11][S:12](=[O:13])(=[O:14])[N:15]1[CH:16]2[CH2:17][CH2:18][CH:19]([CH:20]1[C:21](=[O:22])[O:23][CH2:24][CH3:25])[CH2:26]2.[CH3:27][OH:28]>>[NH2:11][S:12](=[O:13])(=[O:14])[N:15]1[CH:16]2[CH2:17][CH2:18][CH:19]([CH:20]1[C:21](=[O:22])[O:23][CH2:24][CH3:25])[CH2:26]2. Starting materials: Cl (hydrochloric acid), BrCC1=CC=CC2=CC=CC=C12 (1-(bromomethyl)naphthalene), O1CCOCC1 (dioxane), C1=C(CCC2=CC=CC=C12)N1CCCC1 (1-(3,4-dihydronaphthalene-2-yl)pyrrolidine). The solvent is CCCCCC.C(C)(=O)OCC (hexane ethyl acetate). Reaction conditions: time 5 hour. The product is C1(=CC=CC2=CC=CC=C12)CC1C(CCC2=CC=CC=C12)=O (1-(naphthalene-1-ylmethyl)-3,4-dihydronaphthalene-2(1H)-one). Reaction SMILES: Br[CH2:2][C:3]1[C:12]2[C:7](=[CH:8][CH:9]=[CH:10][CH:11]=2)[CH:6]=[CH:5][CH:4]=1.[O:13]1[CH2:18][CH2:17]OCC1.[CH:19]1[C:28]2[C:23](=[CH:24]C=C[CH:27]=2)[CH2:22][CH2:21][C:20]=1N1CCCC1.Cl>CCCCCC.C(OCC)(=O)C>[C:3]1([CH2:2][CH:27]2[C:28]3[C:23](=[CH:22][CH:21]=[CH:20][CH:19]=3)[CH2:24][CH2:17][C:18]2=[O:13])[C:12]2[C:7](=[CH:8][CH:9]=[CH:10][CH:11]=2)[CH:6]=[CH:5][CH:4]=1 |f:4.5|. Reported procedure: Added to a mixed solution of 30.53 g (124.08 mmol, purity: 90.4%) of 1-(bromomethyl)naphthalene and 180 ml of dehydrated dioxane was 30.27 g (151.89 mmol) of 1-(3,4-dihydronaphthalene-2-yl)pyrrolidine, and the mixture was stirred for 5 hours while heating and refluxing. After cooled down to room temperature, 100 ml of a 5% hydrochloric acid aqueous solution was dropwise added to the reaction mixture and stirred, and the mixture was extracted twice with dichloromethane. The organic phase was drie... The reactants are Cl.N1(N=NC=C1)CC(=O)O (2-(1H-1,2,3-triazol-1-yl)acetic acid hydrochloride), ClC=1C=C(C[C@@H]2C[C@H](NC2)C(=O)NC2=CC=C(C=C2)OC2=CC=C(C=C2)F)C=CC1 ((2S,4R)-4-(3-chlorobenzyl)-N-(4-(4-fluorophenoxy)phenyl)pyrrolidine-2-carboxamide). The product is Compound 263, N1(N=NC=C1)CC(=O)N1[C@@H](C[C@H](C1)CC1=CC(=CC=C1)Cl)C(=O)NC1=CC=C(C=C1)OC1=CC=C(C=C1)F ((2S,4R)-1-(2-(1H-1,2,3-triazol-1-yl)acetyl)-4-(3-chlorobenzyl)-N-(4-(4-fluorophenoxy)phenyl)pyrrolidine-2-carboxamide). RXN SMILES: Cl.[N:2]1([CH2:7][C:8]([OH:10])=O)[CH:6]=[CH:5][N:4]=[N:3]1.[Cl:11][C:12]1[CH:13]=[C:14]([CH:38]=[CH:39][CH:40]=1)[CH2:15][C@H:16]1[CH2:20][NH:19][C@H:18]([C:21]([NH:23][C:24]2[CH:29]=[CH:28][C:27]([O:30][C:31]3[CH:36]=[CH:35][C:34]([F:37])=[CH:33][CH:32]=3)=[CH:26][CH:25]=2)=[O:22])[CH2:17]1>>[N:2]1([CH2:7][C:8]([N:19]2[CH2:20][C@H:16]([CH2:15][C:14]3[CH:38]=[CH:39][CH:40]=[C:12]([Cl:11])[CH:13]=3)[CH2:17][C@H:18]2[C:21]([NH:23][C:24]2[CH:29]=[CH:28][C:27]([O:30][C:31]3[CH:32]=[CH:33][C:34]([F:37])=[CH:35][CH:36]=3)=[CH:26][CH:25]=2)=[O:22])=[O:10])[CH:6]=[CH:5][N:4]=[N:3]1 |f:0.1|. Reported procedure: Proceeding as in Example 1, but substituting 2-(1H-1,2,3-triazol-1-yl)acetic acid hydrochloride and (2S,4R)-4-(3-chlorobenzyl)-N-(4-(4-fluorophenoxy)phenyl)pyrrolidine-2-carboxamide, gave Compound 263, (2S,4R)-1-(2-(1H-1,2,3-triazol-1-yl)acetyl)-4-(3-chlorobenzyl)-N-(4-(4-fluorophenoxy)phenyl)pyrrolidine-2-carboxamide. 1H-NMR (400 MHz, CDCl3): δ 9.00 (s, 1H), 7.80 (d, 2H), 7.40-7.20 (m, 6H), 6.90-6.80 (m, 6H), 5.30 (dd, 2H), 4.90 (d, 1H), 3.75 (m, 1H), 3.20 (m, 1H), 3.00-2.80 (m, 5H). MS (EI) fo... Starting materials: CCOC(=O)CN=C=O, Cc1ccc(N)cc1C(=O)c1ccc(Nc2ccc(F)cc2F)cc1Cl, c1ccncc1. Yields the product CCOC(=O)CNC(=O)Nc1ccc(C)c(C(=O)c2ccc(Nc3ccc(F)cc3F)cc2Cl)c1. Reaction SMILES: [N:27](=[C:28]=[O:29])[CH2:30][C:31](=[O:32])[O:33][CH2:34][CH3:35].[NH2:1][c:2]1[cH:3][cH:4][c:5]([CH3:26])[c:6]([C:8](=[O:9])[c:10]2[c:11]([Cl:25])[cH:12][c:13]([NH:16][c:17]3[c:18]([F:24])[cH:19][c:20]([F:23])[cH:21][cH:22]3)[cH:14][cH:15]2)[cH:7]1.[cH:36]1[cH:37][cH:38][n:39][cH:40][cH:41]1>>[NH:1]([c:2]1[cH:3][cH:4][c:5]([CH3:26])[c:6]([C:8](=[O:9])[c:10]2[c:11]([Cl:25])[cH:12][c:13]([NH:16][c:17]3[c:18]([F:24])[cH:19][c:20]([F:23])[cH:21][cH:22]3)[cH:14][cH:15]2)[cH:7]1)[C:28]([NH:27][CH2:30][C:31](=[O:32])[O:33][CH2:34][CH3:35])=[O:29].